From a dataset of the Open Reaction Database (ORD), a public repository of structured organic reaction records. describe an organic reaction: reactants, conditions, products, and yield Starting materials: COC=1C=C2C(=CN(C2=CC1OC)CCC(=O)OC)C1=CC=2C(=NC=CC2)N1S(=O)(=O)C1=CC=C(C=C1)C (methyl 3-[5,6-dimethoxy-3-(1-(toluene-4-sulfonyl)-1H-pyrrolo[2,3-b]pyridin-2-yl)indol-1-yl]propionate), [OH-].[K+] (potassium hydroxide). The product is COC=1C=C2C(=CN(C2=CC1OC)CCC(=O)O)C1=CC=2C(=NC=CC2)N1 (3-[5,6-dimethoxy-3-(1H-pyrrolo[2,3-b]pyridin-2-yl)indol-1-yl]propionic acid). The yield is 87.8%. RXN SMILES: [CH3:1][O:2][C:3]1[CH:4]=[C:5]2[C:9](=[CH:10][C:11]=1[O:12][CH3:13])[N:8]([CH2:14][CH2:15][C:16]([O:18]C)=[O:17])[CH:7]=[C:6]2[C:20]1[N:28](S(C2C=CC(C)=CC=2)(=O)=O)[C:23]2=[N:24][CH:25]=[CH:26][CH:27]=[C:22]2[CH:21]=1.[OH-].[K+]>>[CH3:1][O:2][C:3]1[CH:4]=[C:5]2[C:9](=[CH:10][C:11]=1[O:12][CH3:13])[N:8]([CH2:14][CH2:15][C:16]([OH:18])=[O:17])[CH:7]=[C:6]2[C:20]1[NH:28][C:23]2=[N:24][CH:25]=[CH:26][CH:27]=[C:22]2[CH:21]=1 |f:1.2|. Reported procedure: 3-[5,6-Dimethoxy-3-(1H-pyrrolo[2,3-b]pyridine-2-yl)indol-1-yl]propionic acid is prepared by following the procedure described in example 88a, but using 1 g of methyl 3-[5,6-dimethoxy-3-(1-(toluene-4-sulfonyl)-1H-pyrrolo[2,3-b]pyridin-2-yl)indol-1-yl]propionate and a solution of 74 ml of methanolic potassium hydroxide (0.1 g/ml; 1.78M). 0.601 g of 3-[5,6-dimethoxy-3-(1H-pyrrolo[2,3-b]pyridin-2-yl)indol-1-yl]propionic acid is obtained, the characteristics of which are as follows: Run in CO (methanol). Reaction conditions: time 2 hour. Reagents/catalysts: [Pd] (palladium on activated carbon). Yields the product C(C)(C)(C)OC(NCC(CNC([C@H](CCNC(=O)OC(C)(C)C)N)=O)O)=O (tert-Butyl[3-({(2S)-2-amino-4-[(tert-butoxycarbonyl)amino]butanoyl}amino)-2-hydroxypropyl]carbamate). Starting materials: C(C1=CC=CC=C1)OC(N[C@@H](CCNC(=O)OC(C)(C)C)C(=O)NCC(CNC(=O)OC(C)(C)C)O)=O (Benzyl{(1S)-3-[(tert-butoxycarbonyl)amino]-1-[({3-[(tert-butoxycarbonyl)amino]-2-hydroxypropyl}amino)carbonyl]propyl}carbamate). Reaction SMILES: C(OC(=O)[NH:10][C@H:11]([C:22]([NH:24][CH2:25][CH:26]([OH:36])[CH2:27][NH:28][C:29]([O:31][C:32]([CH3:35])([CH3:34])[CH3:33])=[O:30])=[O:23])[CH2:12][CH2:13][NH:14][C:15]([O:17][C:18]([CH3:21])([CH3:20])[CH3:19])=[O:16])C1C=CC=CC=1>CO.[Pd]>[C:32]([O:31][C:29](=[O:30])[NH:28][CH2:27][CH:26]([OH:36])[CH2:25][NH:24][C:22](=[O:23])[C@@H:11]([NH2:10])[CH2:12][CH2:13][NH:14][C:15]([O:17][C:18]([CH3:20])([CH3:19])[CH3:21])=[O:16])([CH3:33])([CH3:34])[CH3:35]. Procedure details: 38 mg (0.12 mmol) of the compound from Example 98A are dissolved in 10 ml of methanol, and 10 mg of palladium on activated carbon (10%) are added. The mixture is hydrogenated under atmospheric pressure for 2 h and filtered through kieselguhr, and the mother liquor is concentrated in vacuo. Starting materials: [Cl-].[Ca+2].[Cl-] (calcium chloride), C(C)O (ethanol), [BH4-].[Na+] (sodium borohydride), C(C)OC(=O)C1=NC(=NC(=N1)C(=O)OCC)C(=O)OCC (2,4,6-Triethoxycarbonyl-s-triazine). The solvent is ClCCl (dichloromethane). The product is OCC1=NC(=NC(=N1)CO)CO (2,4,6-Trihydroxymethyl-s-triazine). As a reaction SMILES: C([O:3][C:4]([C:6]1[N:11]=[C:10]([C:12](OCC)=[O:13])[N:9]=[C:8]([C:17](OCC)=[O:18])[N:7]=1)=O)C.C(O)C.[BH4-].[Na+].[Cl-].[Ca+2].[Cl-]>ClCCl>[OH:18][CH2:17][C:8]1[N:7]=[C:6]([CH2:4][OH:3])[N:11]=[C:10]([CH2:12][OH:13])[N:9]=1 |f:2.3,4.5.6|. Procedure: 2,4,6-Triethoxycarbonyl-s-triazine (1 g, 3.36 mmol) is dissolved in dichloromethane (15 mL) and absolute ethanol (25 mL) then cooled to 0° C. before sodium borohydride (127 mg, 3.36 mmol) is added. After 15 minutes calcium chloride (373 mg, 2.97 mmol) is added and the reaction mixture is warmed to room temperature. The reaction mixture is dried to a yellow solid and subjected to soxhlet extraction with ethanol. The ethanol is evaporated to a white solid. The product is crystallized from Methanol... Reactants: NC1=C(C=C(C(=C1)C)C)NC(=O)C1=NNC=C1[N+](=O)[O-] (4-nitro-1H-pyrazole-3-carboxylic acid (2-amino-4,5-dimethylphenyl)amide). Run in C(C)(=O)O (acetic acid). Yields the product CC1=CC2=C(NC(=N2)C2=NNC=C2[N+](=O)[O-])C=C1C (5,6-dimethyl-2-(4-nitro-1H-pyrazol-3-yl)-1H-benzoimidazole). Isolated yield 107.0%. RXN SMILES: [NH2:1][C:2]1[CH:7]=[C:6]([CH3:8])[C:5]([CH3:9])=[CH:4][C:3]=1[NH:10][C:11]([C:13]1[C:17]([N+:18]([O-:20])=[O:19])=[CH:16][NH:15][N:14]=1)=O>C(O)(=O)C>[CH3:9][C:5]1[C:6]([CH3:8])=[CH:7][C:2]2[NH:1][C:11]([C:13]3[C:17]([N+:18]([O-:20])=[O:19])=[CH:16][NH:15][N:14]=3)=[N:10][C:3]=2[CH:4]=1. Procedure details: A stirred solution of 4-nitro-1H-pyrazole-3-carboxylic acid (2-amino-4,5-dimethylphenyl)amide [5.7 g, Reference Example 36(a)] in acetic acid (100 mL) was heated at 120° C. for 1 hour, then cooled to ambient temperature and then evaporated. The oily residue was partitioned between ethyl acetate and water. The organic layer was dried over magnesium sulfate and then evaporated to give 5,6-dimethyl-2-(4-nitro-1H-pyrazol-3-yl)-1H-benzoimidazole (5.70 g) as an orange solid. LC-MS (METHOD B): RT=2.30 ... Product: C(C)(=O)OC[C@H]1CC[C@H](CC1)OC1=CC=CC2=C1C(=NO2)OCC2CCN(CC2)CC2(CCOCC2)C(=O)OC (Methyl 4-{[4-({[4-({cis-4-[(acetyloxy)methyl]cyclohexyl}oxy)-1,2-benzisoxazol-3-yl]oxy}methyl)-piperidin-1-yl]methyl}tetrahydro-2H-pyran-4-carboxylate). Reported procedure: The title compound was prepared according to the procedure described in Step 3 of EXAMPLE 2 using (cis-4-{[3-(piperidin-4-ylmethoxy)-1,2-benzisoxazol-4-yl]oxy}cyclohexyl)methyl acetate (EXAMPLE 46, Step 3) and methyl 4-formyltetrahydro-2H-pyran-4-carboxylate (EXAMPLE 18, Step 1) instead of 3-(piperidin-4-ylmethoxy)-4-(2,2,2-trifluoroethoxy)-1,2-benzisoxazole and methyl 1-formylcyclobutanecarboxylate. As a reaction SMILES: [C:1]([O:4][CH2:5][C@H:6]1[CH2:11][CH2:10][C@@H:9]([O:12][C:13]2[C:18]3[C:19]([O:22][CH2:23][CH:24]4[CH2:29][CH2:28][NH:27][CH2:26][CH2:25]4)=[N:20][O:21][C:17]=3[CH:16]=[CH:15][CH:14]=2)[CH2:8][CH2:7]1)(=[O:3])[CH3:2].[CH:30]([C:32]1([C:38]([O:40][CH3:41])=[O:39])[CH2:37][CH2:36][O:35][CH2:34][CH2:33]1)=O.C(C1(C(OC)=O)CCC1)=O>>[C:1]([O:4][CH2:5][C@@H:6]1[CH2:7][CH2:8][C@H:9]([O:12][C:13]2[C:18]3[C:19]([O:22][CH2:23][CH:24]4[CH2:25][CH2:26][N:27]([CH2:30][C:32]5([C:38]([O:40][CH3:41])=[O:39])[CH2:37][CH2:36][O:35][CH2:34][CH2:33]5)[CH2:28][CH2:29]4)=[N:20][O:21][C:17]=3[CH:16]=[CH:15][CH:14]=2)[CH2:10][CH2:11]1)(=[O:3])[CH3:2]. The reactants are C(C)(=O)OC[C@@H]1CC[C@@H](CC1)OC1=CC=CC2=C1C(=NO2)OCC2CCNCC2 ((cis-4-{[3-(Piperidin-4-ylmethoxy)-1,2-benzisoxazol-4-yl]oxy}cyclohexyl)methyl acetate), C(=O)C1(CCOCC1)C(=O)OC (Methyl 4-formyltetrahydro-2H-pyran-4-carboxylate), C(=O)C1(CCC1)C(=O)OC (methyl 1-formylcyclobutanecarboxylate). Reactants: Cn1cc(Br)nc(Nc2cnn(C3CC3)c2)c1=O, CC(=O)OCc1c(B2OC(C)(C)C(C)(C)O2)cccc1N1CCn2c(cc3c2CCCC3)C1=O, O=C([O-])[O-], COCCOC, ClCCl, [Na+], [Na+], c1ccc(P(c2ccccc2)(c2ccccc2)[Pd](P(c2ccccc2)(c2ccccc2)c2ccccc2)(P(c2ccccc2)(c2ccccc2)c2ccccc2)P(c2ccccc2)(c2ccccc2)c2ccccc2)cc1. Yields the product CC(=O)OCc1c(-c2cn(C)c(=O)c(Nc3cnn(C4CC4)c3)n2)cccc1N1CCn2c(cc3c2CCCC3)C1=O. RXN SMILES: [Br:1][c:2]1[n:3][c:4]([NH:10][c:11]2[cH:12][n:13][n:14]([CH:16]3[CH2:17][CH2:18]3)[cH:15]2)[c:5](=[O:9])[n:6]([CH3:8])[cH:7]1.[C:19]([CH3:20])(=[O:21])[O:22][CH2:23][c:24]1[c:25]([N:39]2[C:40](=[O:52])[c:41]3[n:42]([c:43]4[c:48]([cH:49]3)[CH2:47][CH2:46][CH2:45][CH2:44]4)[CH2:50][CH2:51]2)[cH:26][cH:27][cH:28][c:29]1[B:30]1[O:31][C:32]([CH3:33])([CH3:34])[C:35]([CH3:36])([CH3:37])[O:38]1.[C:53](=[O:54])([O-:55])[O-:56].[CH3:59][O:60][CH2:61][CH2:62][O:63][CH3:64].[Cl:142][CH2:143][Cl:144].[Na+:57].[Na+:58].[cH:65]1[cH:66][cH:67][c:68]([P:69]([Pd:70]([P:71]([c:72]2[cH:73][cH:74][cH:75][cH:76][cH:77]2)([c:78]2[cH:79][cH:80][cH:81][cH:82][cH:83]2)[c:84]2[cH:85][cH:86][cH:87][cH:88][cH:89]2)([P:90]([c:91]2[cH:92][cH:93][cH:94][cH:95][cH:96]2)([c:97]2[cH:98][cH:99][cH:100][cH:101][cH:102]2)[c:103]2[cH:104][cH:105][cH:106][cH:107][cH:108]2)[P:109]([c:110]2[cH:111][cH:112][cH:113][cH:114][cH:115]2)([c:116]2[cH:117][cH:118][cH:119][cH:120][cH:121]2)[c:122]2[cH:123][cH:124][cH:125][cH:126][cH:127]2)([c:128]2[cH:129][cH:130][cH:131][cH:132][cH:133]2)[c:134]2[cH:135][cH:136][cH:137][cH:138][cH:139]2)[cH:140][cH:141]1>>[c:2]1(-[c:29]2[c:24]([CH2:23][O:22][C:19]([CH3:20])=[O:21])[c:25]([N:39]3[C:40](=[O:52])[c:41]4[n:42]([c:43]5[c:48]([cH:49]4)[CH2:47][CH2:46][CH2:45][CH2:44]5)[CH2:50][CH2:51]3)[cH:26][cH:27][cH:28]2)[n:3][c:4]([NH:10][c:11]2[cH:12][n:13][n:14]([CH:16]3[CH2:17][CH2:18]3)[cH:15]2)[c:5](=[O:9])[n:6]([CH3:8])[cH:7]1. Product: CC(CCC(N)CO)c1ccccc1. Starting materials: CO, [H][H], CC(=CCC(N)CO)c1ccccc1. As a reaction SMILES: [CH3:17][OH:18].[H:15][H:16].[NH2:1][CH:2]([CH2:3][OH:4])[CH2:5][CH:6]=[C:7]([CH3:8])[c:9]1[cH:10][cH:11][cH:12][cH:13][cH:14]1>>[NH2:1][CH:2]([CH2:3][OH:4])[CH2:5][CH2:6][CH:7]([CH3:8])[c:9]1[cH:10][cH:11][cH:12][cH:13][cH:14]1. Reactants: COC=1C=C(C(C(=O)O)=C(C1)OC)N (4,6-dimethoxyanthranilic acid), C(=O)(Cl)Cl (phosgene). Yields the product COC=1C=C2C(C(=O)OC(N2)=O)=C(C1)OC (4,6-Dimethoxyisatoic anhydride). Reaction SMILES: [CH3:1][O:2][C:3]1[CH:4]=[C:5]([NH2:14])[C:6](=[C:10]([O:12][CH3:13])[CH:11]=1)[C:7]([OH:9])=[O:8].[C:15](Cl)(Cl)=[O:16]>>[CH3:1][O:2][C:3]1[CH:4]=[C:5]2[NH:14][C:15](=[O:16])[O:9][C:7](=[O:8])[C:6]2=[C:10]([O:12][CH3:13])[CH:11]=1. Procedure: 4,6-Dimethoxyisatoic anhydride is prepared from 4,6-dimethoxyanthranilic acid (H. Newman & R. Anzier, J. Org. Chem. 34, 3484 (1969)) and phosgene according to the method of E. C. Wagner and M. F. Fegley, Org. Synthesis 27, 45 (1947). The reactants are [H-].[Na+] (NaH), N1(CCCC1)CCCOC1=CC=C(C=C1)CC#N ([4-(3-pyrrolidin-1-ylpropoxy)phenyl]acetonitrile), BrCCCCBr (1,4-dibromobutane). The solvent is CN(C)C=O (DMF), CN(C)C=O (DMF), CN(C)C=O (DMF). Conditions: temperature 0 celsius, time 30 minute. Product: N (NH3), N1(CCCC1)CCCOC1=CC=C(C=C1)C1(CCCC1)C#N (1-[4-(3-pyrrolidin-1-ylpropoxy)phenyl]cyclo-pentane-carbonitrile). Isolated yield 72.4%. Reaction SMILES: [H-].[Na+].[N:3]1([CH2:8][CH2:9][CH2:10][O:11][C:12]2[CH:17]=[CH:16][C:15]([CH2:18][C:19]#[N:20])=[CH:14][CH:13]=2)[CH2:7][CH2:6][CH2:5][CH2:4]1.Br[CH2:22][CH2:23][CH2:24][CH2:25]Br>CN(C=O)C>[NH3:3].[N:3]1([CH2:8][CH2:9][CH2:10][O:11][C:12]2[CH:13]=[CH:14][C:15]([C:18]3([C:19]#[N:20])[CH2:25][CH2:24][CH2:23][CH2:22]3)=[CH:16][CH:17]=2)[CH2:4][CH2:5][CH2:6][CH2:7]1 |f:0.1|. Procedure: To a suspension of NaH (60%, 0.574 g, 14.35 mmol) in DMF (8 mL) at 0° C. was added dropwise [4-(3-pyrrolidin-1-ylpropoxy)phenyl]acetonitrile (1 g, 4.10 mmol) in DMF (3 mL). The reaction mixture was stirred at 0° C. for 5 min than at room temperature for 30 min. After cooling to 0° C., 1,4-dibromobutane (0.980 mL, 8.2 mmol) in DMF (2 mL) was added dropwise. The reaction mixture was allowed to warm up to room temperature then heated to 50° C. overnight. It was poured into ice-cold water and extrac... The reactants are C1CCOC1, O=C(O)C(F)(F)F, O=C=Nc1cccnc1, NC1CCN(c2nc(NCC(c3ccccc3)c3ccccc3)c3ncn(C4CC(NC(=O)CO)C(O)C4O)c3n2)C1. Yields the product O=C(CO)NC1CC(n2cnc3c(NCC(c4ccccc4)c4ccccc4)nc(N4CCC(NC(=O)Nc5cccnc5)C4)nc32)C(O)C1O. Reaction SMILES: [CH2:59]1[O:60][CH2:61][CH2:62][CH2:63]1.[F:1][C:2]([F:3])([F:4])[C:5]([OH:6])=[O:7].[N:50](=[C:51]=[O:52])[c:53]1[cH:54][n:55][cH:56][cH:57][cH:58]1.[NH2:8][CH:9]1[CH2:10][N:11]([c:14]2[n:15][c:16]([NH:35][CH2:36][CH:37]([c:38]3[cH:39][cH:40][cH:41][cH:42][cH:43]3)[c:44]3[cH:45][cH:46][cH:47][cH:48][cH:49]3)[c:17]3[n:18][cH:19][n:20]([CH:23]4[CH:24]([OH:34])[CH:25]([OH:33])[CH:26]([NH:28][C:29]([CH2:30][OH:31])=[O:32])[CH2:27]4)[c:21]3[n:22]2)[CH2:12][CH2:13]1>>[NH:8]([CH:9]1[CH2:10][N:11]([c:14]2[n:15][c:16]([NH:35][CH2:36][CH:37]([c:38]3[cH:39][cH:40][cH:41][cH:42][cH:43]3)[c:44]3[cH:45][cH:46][cH:47][cH:48][cH:49]3)[c:17]3[n:18][cH:19][n:20]([CH:23]4[CH:24]([OH:34])[CH:25]([OH:33])[CH:26]([NH:28][C:29]([CH2:30][OH:31])=[O:32])[CH2:27]4)[c:21]3[n:22]2)[CH2:12][CH2:13]1)[C:51]([NH:50][c:53]1[cH:54][n:55][cH:56][cH:57][cH:58]1)=[O:52].